The task is: describe an organic reaction: reactants, conditions, products, and yield. This data is from the Open Reaction Database (ORD), a public repository of structured organic reaction records. Starting materials: NC1=C2N=C(C(=NC2=CC(=C1CC)Cl)Cl)Cl (5-amino-2,3,7-trichloro6-ethylquinoxaline), NC1=C2N=C(C(=NC2=CC(=C1Cl)CC)Cl)Cl (5-amino-2,3,6-trichloro-7-ethylquinoxaline), solution, C[O-].[Na+] (sodium methoxide), CO (methanol). The solvent is C(C)(=O)OCC (ethyl acetate), O1CCCC1 (tetrahydrofuran). Reaction conditions: time 3.5 hour. Product: NC1=C2N=C(C(=NC2=CC(=C1Cl)CC)OC)OC (5-amino-6-chloro-7-ethyl-2,3-dimethoxyquinoxaline). Isolated yield 26.0%. RXN SMILES: NC1C(CC)=C(Cl)C=C2C=1N=C(Cl)C(Cl)=N2.[NH2:17][C:18]1[C:27]([Cl:28])=[C:26]([CH2:29][CH3:30])[CH:25]=[C:24]2[C:19]=1[N:20]=[C:21](Cl)[C:22](Cl)=[N:23]2.[CH3:33][O-:34].[Na+].[CH3:36][OH:37]>O1CCCC1.C(OCC)(=O)C>[NH2:17][C:18]1[C:27]([Cl:28])=[C:26]([CH2:29][CH3:30])[CH:25]=[C:24]2[C:19]=1[N:20]=[C:21]([O:37][CH3:36])[C:22]([O:34][CH3:33])=[N:23]2 |f:2.3|. Procedure details: A mixture of 5-amino-2,3,7-trichloro6-ethylquinoxaline and 5-amino-2,3,6-trichloro-7-ethylquinoxaline (169 mg, 0.611 mmol) in anhydrous tetrahydrofuran (6 ml) was treated with a 25% solution of sodium methoxide in methanol (0.84 ml, 1.47 mmol) at 0° C. with stirring. After 3.5 hours, the solution was diluted with ethyl acetate, washed with water (2×10 ml), saturated aqueous sodium chloride (10 ml), dried (MgSO4) and concentrated under reduced pressure. Purification by flash chromatography (eluti...